From a dataset of the Open Reaction Database (ORD), a public repository of structured organic reaction records. describe an organic reaction: reactants, conditions, products, and yield The reactants are amino, N([C@@H](CC(C)C)C(=O)O)C(=O)OC(C)(C)C (Boc-Leu), resin. The solvent is CN(C=O)C (dimethylformamide). Yields the product N[C@@H](CC(C)C)C(=O)O (H-Leu). RXN SMILES: [NH:1](C(OC(C)(C)C)=O)[C@H:2]([C:7]([OH:9])=[O:8])[CH2:3][CH:4]([CH3:6])[CH3:5]>CN(C)C=O>[NH2:1][C@H:2]([C:7]([OH:9])=[O:8])[CH2:3][CH:4]([CH3:6])[CH3:5]. Procedure: For example, an amino resin such as Boc-Leu-Pam resin (0.5 g, approximately 0.3 mmole) is swollen in dimethylformamide (“DMF”), deprotected to yield H-Leu-Pam resin. The resin is then acylated with 4 mmole succinic anhydride (“SA”) by vortex mixing at room temperature for 10 to 30 minutes. SA is dissolved in 8 ml DMF (Burdick and Jackson High Purity grade) which is 0.5 M in HOBT and to which 400 μl DIEA is added. After draining and washing the resin with DMF, the Kaiser ninhydrin test is perform... The reactants are CCOC(=O)C(Cc1ccc(C(C)(C)C)cc1)C(O)c1cccc(Cl)c1, CCO, [Na+], [OH-]. Yields the product CC(C)(C)c1ccc(CC(C(=O)O)C(O)c2cccc(Cl)c2)cc1. RXN SMILES: [C:1]([CH3:2])([CH3:3])([CH3:4])[c:5]1[cH:6][cH:7][c:8]([CH2:9][CH:10]([C:11](=[O:12])[O:13][CH2:14][CH3:15])[CH:16]([OH:17])[c:18]2[cH:19][c:20]([Cl:24])[cH:21][cH:22][cH:23]2)[cH:25][cH:26]1.[CH3:29][CH2:30][OH:31].[Na+:28].[OH-:27]>>[C:1]([CH3:2])([CH3:3])([CH3:4])[c:5]1[cH:6][cH:7][c:8]([CH2:9][CH:10]([C:11](=[O:12])[OH:13])[CH:16]([OH:17])[c:18]2[cH:19][c:20]([Cl:24])[cH:21][cH:22][cH:23]2)[cH:25][cH:26]1.